This data is from the Open Reaction Database (ORD), a public repository of structured organic reaction records. The task is: describe an organic reaction: reactants, conditions, products, and yield Product: FC1=C(C=CC=C1F)[C@@H]1C[C@@H](C=2N(C1)C(=CN2)CC(F)(F)F)NC(OC(C)(C)C)=O (tert-Butyl [(6S,8S)-6-(2,3-difluorophenyl)-3-(2,2,2-trifluoroethyl)-5,6,7,8-tetrahydroimidazo[1,2-a]pyridin-8-yl]carbamate). Starting materials: FC1=C(C=CC=C1F)[C@@H]1C[C@@H](C(NC1)=NCC(CC(F)(F)F)O)NC(OC(C)(C)C)=O (tert-butyl {(3S,5S)-5-(2,3-difluorophenyl)-2-[(4,4,4-trifluoro-2-hydroxybutyl)imino]piperidin-3-yl}carbamate), [Cr](=O)(=O)([O-])O[Cr](=O)(=O)[O-].[NH+]1=CC=CC=C1.[NH+]1=CC=CC=C1 (pyridinium dichromate), [Cr](=O)(=O)([O-])O[Cr](=O)(=O)[O-].[NH+]1=CC=CC=C1.[NH+]1=CC=CC=C1 (Pyridinium dichromate), C([O-])(O)=O.[Na+] (sodium bicarbonate), [Cr](=O)(=O)([O-])O[Cr](=O)(=O)[O-].[NH+]1=CC=CC=C1.[NH+]1=CC=CC=C1 (Pyridinium dichromate), O (Water). The yield is 62.4%. Procedure details: To a solution of crude tert-butyl {(3S,5S)-5-(2,3-difluorophenyl)-2-[(4,4,4-trifluoro-2-hydroxybutyl)imino]piperidin-3-yl}carbamate (99.0 mg, 0.219 mmol) in acetonitrile (2.19 mL) was added pyridinium dichromate (247 mg, 0.657 mmol), and the mixture was stirred 2.5 h at 60° C. Pyridinium dichromate (392 mg, 1.04 mmol) was added and the resulting mixture stirred 72 h at 60° C. Pyridinium dichromate (300 mg, 0.797 mmol) was added and the resulting mixture stirred 4 h at 60° C. The mixture was cool... Conditions: temperature 60 celsius, time 2.5 hour. As a reaction SMILES: [F:1][C:2]1[C:7]([F:8])=[CH:6][CH:5]=[CH:4][C:3]=1[C@H:9]1[CH2:14][NH:13][C:12](=[N:15][CH2:16][CH:17](O)[CH2:18][C:19]([F:22])([F:21])[F:20])[C@@H:11]([NH:24][C:25](=[O:31])[O:26][C:27]([CH3:30])([CH3:29])[CH3:28])[CH2:10]1.[Cr](O[Cr]([O-])(=O)=O)([O-])(=O)=O.[NH+]1C=CC=CC=1.[NH+]1C=CC=CC=1.C(=O)(O)[O-].[Na+].O>C(#N)C>[F:1][C:2]1[C:7]([F:8])=[CH:6][CH:5]=[CH:4][C:3]=1[C@H:9]1[CH2:14][N:13]2[C:17]([CH2:18][C:19]([F:22])([F:21])[F:20])=[CH:16][N:15]=[C:12]2[C@@H:11]([NH:24][C:25](=[O:31])[O:26][C:27]([CH3:30])([CH3:29])[CH3:28])[CH2:10]1 |f:1.2.3,4.5|. The solvent is C(C)#N (acetonitrile). Starting materials: COC1=C(C(=CC=C1)OC)C1CCCC(N1)=O (6-(2,6-dimethoxyphenyl)piperidin-2-one), BrCC1=NC(=CC=C1)OC(F)F (2-(bromomethyl)-6-(difluoromethoxy)pyridine). Yields the product FC(OC1=CC=CC(=N1)CN1C(CCCC1C1=C(C=CC=C1OC)OC)=O)F (1-((6-(difluoromethoxy)pyridin-2-yl)methyl)-6-(2,6-dimethoxyphenyl)piperidin-2-one). Reaction SMILES: [CH3:1][O:2][C:3]1[CH:8]=[CH:7][CH:6]=[C:5]([O:9][CH3:10])[C:4]=1[CH:11]1[NH:16][C:15](=[O:17])[CH2:14][CH2:13][CH2:12]1.Br[CH2:19][C:20]1[CH:25]=[CH:24][CH:23]=[C:22]([O:26][CH:27]([F:29])[F:28])[N:21]=1>>[F:29][CH:27]([F:28])[O:26][C:22]1[N:21]=[C:20]([CH2:19][N:16]2[CH:11]([C:4]3[C:5]([O:9][CH3:10])=[CH:6][CH:7]=[CH:8][C:3]=3[O:2][CH3:1])[CH2:12][CH2:13][CH2:14][C:15]2=[O:17])[CH:25]=[CH:24][CH:23]=1. Reported procedure: Prepared according to the described general procedure 4 (GP4) by reaction of 6-(2,6-dimethoxyphenyl)piperidin-2-one with 2-(bromomethyl)-6-(difluoromethoxy)pyridine. Subsequent purification by preparative HPLC afforded the target compound. LC-MS (conditions A): tR=0.83 min.; [M+H]+: 393.19 g/mol. The reactants are Cl.N12CC3[C@H](C(CC(C1)C3)C2)N ((4r)-1-azatricyclo[3.3.1.13,7]dec-4-ylamine hydrochloride), N1C=CC2=CC(=CC=C12)C(=O)O (indole-5-carboxylic acid), N (NH3). The product is Cl.N12CC3[C@H](C(CC(C1)C3)C2)NC(=O)C=2C=C3C=CNC3=CC2 (1H-Indole-5-carboxylic acid(4r)-(1-azatricyclo[3.3.1.13,7]dec-4-yl)-amide hydrochloride). As a reaction SMILES: [ClH:1].[N:2]12[CH2:11][CH:6]3[CH2:7][CH:8]([CH2:10][CH:4]([C@H:5]3[NH2:12])[CH2:3]1)[CH2:9]2.[NH:13]1[C:21]2[C:16](=[CH:17][C:18]([C:22](O)=[O:23])=[CH:19][CH:20]=2)[CH:15]=[CH:14]1.N>>[ClH:1].[N:2]12[CH2:11][CH:6]3[CH2:7][CH:8]([CH2:10][CH:4]([C@H:5]3[NH:12][C:22]([C:18]3[CH:17]=[C:16]4[C:21](=[CH:20][CH:19]=3)[NH:13][CH:14]=[CH:15]4)=[O:23])[CH2:3]1)[CH2:9]2 |f:0.1,4.5|. Procedure details: Prepared from (4r)-1-azatricyclo[3.3.1.13,7]dec-4-ylamine hydrochloride and indole-5-carboxylic acid (Aldrich) according to methods A and C; yield 77 mg, 0.23 mmol (65%): 1H NMR (300 MHz, methanol-d4) δ 2.00-2.31 (m, 5H), 2.48 (s, 2H), 3.49 (d, J=12 Hz, 2H), 3.56 (s, 2H), 3.85 (d, J=13 Hz, 2H), 4.31 (d, 1H), 6.57 (d, J=3 Hz, 1H), 7.33 (d, J=3 Hz, 1H), 7.44 (d, J=9 Hz, 1H), 7.66 (dd, J=9, 2 Hz, 1H), 8.18 (d, J=2 Hz, 1H); MS (DCI/NH3) m/z 296 (M+H)+; Anal. C18H21N3O.HCl.0.1H2O: C, H, N. RXN SMILES: C([O:8][CH2:9][CH2:10][C:11]1[N:12]([CH2:25][C:26]([F:29])([CH3:28])[CH3:27])[C:13]2[C:22]3[N:21]=[CH:20][CH:19]=[CH:18][C:17]=3[N:16]=[C:15]([NH2:23])[C:14]=2[N:24]=1)C1C=CC=CC=1.Cl>CO.[Pd].C(O)C>[NH2:23][C:15]1[C:14]2[N:24]=[C:11]([CH2:10][CH2:9][OH:8])[N:12]([CH2:25][C:26]([F:29])([CH3:28])[CH3:27])[C:13]=2[C:22]2[N:21]=[CH:20][CH:19]=[CH:18][C:17]=2[N:16]=1. Solvent: C(C)O (ethanol), C(C)O (ethanol), CO (methanol). Yields the product NC1=NC=2C=CC=NC2C2=C1N=C(N2CC(C)(C)F)CCO (2-[4-amino-1-(2-fluoro-2-methylpropyl)-1H-imidazo[4,5-c][1,5]naphthyridin-2-yl]ethanol). Reagents/catalysts: [Pd] (palladium on carbon), [Pd] (palladium on carbon). Reported procedure: A solution of 2-[2-(benzyloxy)ethyl]-1-(2-fluoro-2-methylpropyl)-1H-imidazo[4,5-c][1,5]naphthyridin-4-amine (0.78 g, 1.98 mmol) dissolved in 20 mL of methanol was treated with 10% palladium on carbon (200 mg) and 0.68 mL of 3 M HCl in ethanol. The mixture was shaken under H2 at 50 PSI (3.4×105 Pa) overnight. Additional 10% palladium on carbon (200 mg) and 3 M HCl in ethanol (0.33 mL) were added and shaking was continued for 24 hours. The reaction mixture was filtered through a pad of CELITE filt... Reactants: Cl (HCl), Cl (HCl), C(C1=CC=CC=C1)OCCC=1N(C2=C(C(=NC=3C=CC=NC23)N)N1)CC(C)(C)F (2-[2-(benzyloxy)ethyl]-1-(2-fluoro-2-methylpropyl)-1H-imidazo[4,5-c][1,5]naphthyridin-4-amine). The yield is 46.0%. Run at time 8 hour. The reactants are [OH-].[K+] (potassium hydroxide), BrC1=C(C(=C(C(=O)OCC)C=C1)SC)OC (ethyl 4-bromo-3-methoxy-2-(methylsulphenyl)-benzoate). The solvent is O (water), C(C)O (ethanol). Yields the product BrC1=C(C(=C(C(=O)O)C=C1)SC)OC (4-bromo-3-methoxy-2-(methylsulphenyl)benzoic acid). As a reaction SMILES: [OH-].[K+].[Br:3][C:4]1[CH:14]=[CH:13][C:7]([C:8]([O:10]CC)=[O:9])=[C:6]([S:15][CH3:16])[C:5]=1[O:17][CH3:18]>O.C(O)C>[Br:3][C:4]1[CH:14]=[CH:13][C:7]([C:8]([OH:10])=[O:9])=[C:6]([S:15][CH3:16])[C:5]=1[O:17][CH3:18] |f:0.1|. Procedure: A solution of potassium hydroxide (2.0 g) in water was added to a solution of ethyl 4-bromo-3-methoxy-2-(methylsulphenyl)-benzoate (4.5 g) in ethanol. The resulting solution was stirred and heated at reflux for 3 hours. After cooling, the mixture was evaporated to dryness and the residue was dissolved in water and washed with ethyl acetate. The aqueous solution was acidified to pH 1 and extracted with ethyl acetate, dried (anhydrous MgSO4) and filtered. The filtrate was evaporated to dryness to ...